Dataset: the Open Reaction Database (ORD), a public repository of structured organic reaction records. Task: describe an organic reaction: reactants, conditions, products, and yield The reactants are Cc1cc(F)ccc1[N+](=O)[O-], [K+], [Na+], [OH-], [OH-], Oc1ccccc1. Product: Cc1cc(Oc2ccccc2)ccc1[N+](=O)[O-]. Reaction SMILES: [F:10][c:11]1[cH:12][cH:13][c:14]([N+:18](=[O:19])[O-:20])[c:15]([CH3:17])[cH:16]1.[K+:2].[Na+:22].[OH-:1].[OH-:21].[OH:3][c:4]1[cH:5][cH:6][cH:7][cH:8][cH:9]1>>[O:3]([c:4]1[cH:5][cH:6][cH:7][cH:8][cH:9]1)[c:11]1[cH:12][cH:13][c:14]([N+:18](=[O:19])[O-:20])[c:15]([CH3:17])[cH:16]1. Starting materials: BrCC1=CC=CC=2C(C=C(OC21)C2=CC(=CC=C2)F)=O (8-bromomethyl-2-(3-fluorophenyl)-4H-benzopyran-4-one), [C-]#N.[K+] (potassium cyanide), [I-].[K+] (potassium iodide), [Cl-].C(CCCCCCC)(=O)C(C(CCCCCCC)=O)(C(CCCCCCC)=O)[NH3+] (tricaprylylmethylammonium chloride). Run in O (water), C1(=CC=CC=C1)C (toluene), O (water). Product: C(#N)CC1=CC=CC=2C(C=C(OC21)C2=CC(=CC=C2)F)=O (8-cyanomethyl-2-(3-fluorophenyl)-4H-benzopyran-4-one). As a reaction SMILES: Br[CH2:2][C:3]1[C:12]2[O:11][C:10]([C:13]3[CH:18]=[CH:17][CH:16]=[C:15]([F:19])[CH:14]=3)=[CH:9][C:8](=[O:20])[C:7]=2[CH:6]=[CH:5][CH:4]=1.[C-]#N.[K+].[I-].[K+].[Cl-].C([C:36]([NH3+:55])(C(=O)CCCCCCC)C(=O)CCCCCCC)(=O)CCCCCCC>O.C1(C)C=CC=CC=1>[C:36]([CH2:2][C:3]1[C:12]2[O:11][C:10]([C:13]3[CH:18]=[CH:17][CH:16]=[C:15]([F:19])[CH:14]=3)=[CH:9][C:8](=[O:20])[C:7]=2[CH:6]=[CH:5][CH:4]=1)#[N:55] |f:1.2,3.4,5.6|. Procedure: A suspension of 11.2 g of the above prepared 8-bromomethyl-2-(3-fluorophenyl)-4H-benzopyran-4-one, 3.2 g of potassium cyanide, 5.7 g of potassium iodide and 1.3 g of aliquot 336 (tricaprylylmethylammonium chloride) in 45 ml of water and 485 ml of toluene was stirred for 25.5 hours at 73° C., cooled, diluted with water and extracted with methylene chloride. The solvents in the organic layer were concentrated in vacuo and the resulting residue chromatographed over silica gel with 3-5% acetone in a... The reactants are CC=1SC2=C(N1)C=C(C=C2)OCC2OC2 (2-methyl-5-(oxiran-2-ylmethoxy)benzothiazole), ( 3 ), N1(CCNCC1)C(=O)OC(C)(C)C (tert-butyl 1-piperazinecarboxylate), ( 4 ), [Yb] (ytterbium). Run in C(Cl)Cl (methylene chloride). Run at time 8 hour. Yields the product C(C)(C)(C)OC(=O)N1CCN(CC1)CC(COC=1C=CC2=C(N=C(S2)C)C1)O (4-[2-hydroxy-3-(2-methylbenzothiazol-5-yloxy)propyl]-piperazine-1-carboxylic acid tert-butyl ester). RXN SMILES: [CH3:1][C:2]1[S:3][C:4]2[CH:10]=[CH:9][C:8]([O:11][CH2:12][CH:13]3[CH2:15][O:14]3)=[CH:7][C:5]=2[N:6]=1.[N:16]1([C:22]([O:24][C:25]([CH3:28])([CH3:27])[CH3:26])=[O:23])[CH2:21][CH2:20][NH:19][CH2:18][CH2:17]1.[Yb]>C(Cl)Cl>[C:25]([O:24][C:22]([N:16]1[CH2:21][CH2:20][N:19]([CH2:15][CH:13]([OH:14])[CH2:12][O:11][C:8]2[CH:9]=[CH:10][C:4]3[S:3][C:2]([CH3:1])=[N:6][C:5]=3[CH:7]=2)[CH2:18][CH2:17]1)=[O:23])([CH3:28])([CH3:26])[CH3:27]. Procedure details: To a solution of 2-methyl-5-(oxiran-2-ylmethoxy)benzothiazole, a compound of formula (3) (6.2 g, 28 mmol), and tert-butyl 1-piperazinecarboxylate, a compound of formula (4) (5.7 g, 31 mmol), in methylene chloride (200 ml), was added ytterbium (111) trifluoromethanesulfonate (1.73, 28 mmol). The resulting solution was allowed to stir at room temperature overnight. The solvent was evaporated (in vacuo), to yield a semi-solid, which was chromatographed on silica gel, eluting with 5% methanol/methyl... The reactants are C(CCCCCCC)OC1=CC=C(C=O)C=C1 (4-octyloxybenzaldehyde), CC(C)([O-])C.[K+] (Potassium t-butoxide), [Cl-].COC[P+](C1=CC=CC=C1)(C1=CC=CC=C1)C1=CC=CC=C1 (methoxymethyl triphenylphosphonium chloride), C1COCCOCCOCCOCCOCCO1 (18-Crown-6). The solvent is C1CCOC1 (THF), C1CCOC1 (THF), CCCCCC (hexane). Reaction conditions: time 5 minute. Yields the product COC=CC1=CC=C(C=C1)OCCCCCCCC (1-(2-methoxyethenyl)-4-(octyloxy)benzene). Reaction SMILES: CC(C)([O-])C.[K+].[Cl-].[CH3:8][O:9][CH2:10][P+](C1C=CC=CC=1)(C1C=CC=CC=1)C1C=CC=CC=1.C1OCCOCCOCCOCCOCCOC1.[CH2:48]([O:56][C:57]1[CH:64]=[CH:63][C:60]([CH:61]=O)=[CH:59][CH:58]=1)[CH2:49][CH2:50][CH2:51][CH2:52][CH2:53][CH2:54][CH3:55]>C1COCC1.CCCCCC>[CH3:8][O:9][CH:10]=[CH:61][C:60]1[CH:63]=[CH:64][C:57]([O:56][CH2:48][CH2:49][CH2:50][CH2:51][CH2:52][CH2:53][CH2:54][CH3:55])=[CH:58][CH:59]=1 |f:0.1,2.3|. Procedure details: Potassium t-butoxide (1.9 g) is added to a slurry of methoxymethyl triphenylphosphonium chloride (6.17 g) and 18-Crown-6 (100 mg) in dry THF (40 ml). The mixture is stirred for 5 min, cooled to 15°, and a solution of 4-octyloxybenzaldehyde (3.52 g) in THF (5 ml) is added dropwise. The reaction mixture is stirred at room temperature for 20 min, diluted with 250 ml hexane, and the resulting mixture filtered through a pad of diatomaceous earth. Evaporation of the filtrate leaves crude 1-(2-methoxye... Reactants: CCOC(=O)c1sc(Nc2cc(C(OC)OC)ccc2[N+](=O)[O-])nc1-c1cccc(Cl)c1, CC#N, Cl. The product is CCOC(=O)c1sc(Nc2cc(C=O)ccc2[N+](=O)[O-])nc1-c1cccc(Cl)c1. Reaction SMILES: [CH2:1]([CH3:2])[O:3][C:4](=[O:5])[c:6]1[c:7](-[c:26]2[cH:27][c:28]([Cl:32])[cH:29][cH:30][cH:31]2)[n:8][c:9]([NH:11][c:12]2[c:13]([N+:23](=[O:24])[O-:25])[cH:14][cH:15][c:16]([CH:18]([O:19][CH3:22])[O:20][CH3:21])[cH:17]2)[s:10]1.[CH3:34][C:35]#[N:36].[ClH:33]>>[CH2:1]([CH3:2])[O:3][C:4](=[O:5])[c:6]1[c:7](-[c:26]2[cH:27][c:28]([Cl:32])[cH:29][cH:30][cH:31]2)[n:8][c:9]([NH:11][c:12]2[c:13]([N+:23](=[O:24])[O-:25])[cH:14][cH:15][c:16]([CH:18]=[O:19])[cH:17]2)[s:10]1. Starting materials: C(CCC)[Li] (n-Butyllithium), BrC1=CN=CC2=CC=CC=C12 (4-bromoisoquinoline), CN(C=O)C (dimethylformamide). The solvent is O1CCCC1 (tetrahydrofuran). Reaction conditions: temperature -78 celsius, time 45 minute. Yields the product C1=NC=C(C2=CC=CC=C12)C=O (isoquinoline-4-carboxaldehyde). The yield is 32.5%. Reaction SMILES: C([Li])CCC.Br[C:7]1[C:16]2[C:11](=[CH:12][CH:13]=[CH:14][CH:15]=2)[CH:10]=[N:9][CH:8]=1.CN(C)[CH:19]=[O:20]>O1CCCC1>[CH:10]1[C:11]2[C:16](=[CH:15][CH:14]=[CH:13][CH:12]=2)[C:7]([CH:19]=[O:20])=[CH:8][N:9]=1. Reported procedure: n-Butyllithium (1.6 M in hexanes, 11.0 ml, 17.6 mmol) is added dropwise to a stirred solution of 4-bromoisoquinoline (3.02 g, 14.5 mmol) and anhydrous tetrahydrofuran (100 ml) at −78° C. under nitrogen. The reaction is stirred for 45 min at −78° C. and then dimethylformamide (6.0 ml, 77.5 mmol) is added. The reaction is then stirred for 3 h at −78° C. before it is quenched with water. The reaction is then poured into saturated sodium bicarbonate solution (200 ml) and extracted with ethyl acetate... Reactants: Cl.N=C1C=NN(C=C1)C1=CC=CC=C1 (1,4-dihydro-4-imino-1-phenylpyridazine hydrochloride), C(CC)(=O)Cl (propionyl chloride). Product: Cl.C1(=CC=CC=C1)N1N=CC(C=C1)=NC(CC)=O (1,4-dihydro-1-phenyl-4-(propionylimino)-pyridazine hydrochloride). Isolated yield 41.0%. As a reaction SMILES: Cl.[NH:2]=[C:3]1[CH:8]=[CH:7][N:6]([C:9]2[CH:14]=[CH:13][CH:12]=[CH:11][CH:10]=2)[N:5]=[CH:4]1.[C:15]([Cl:19])(=[O:18])[CH2:16][CH3:17]>>[ClH:19].[C:9]1([N:6]2[CH:7]=[CH:8][C:3](=[N:2][C:15](=[O:18])[CH2:16][CH3:17])[CH:4]=[N:5]2)[CH:10]=[CH:11][CH:12]=[CH:13][CH:14]=1 |f:0.1,3.4|. Procedure details: 5.0 g (24.1 millimoles) of 1,4-dihydro-4-imino-1-phenylpyridazine hydrochloride in 50 ml of propionyl chloride were refluxed for 20 hours, while stirring. The mixture was cooled and then filtered under suction, and the residue was recrystallized from ethanol/methyl tert.-butyl ether. 2.6 g (41% of theory) of 1,4-dihydro-1-phenyl-4-(propionylimino)-pyridazine hydrochloride were isolated as slightly yellowish crystals of melting point 214°-215° C. Reported procedure: A 376 g sample of 2,4-dimethyl-2-phenyl-4-pentenal (prepared via the method of U.S. Pat. No. 3,996,290) was added to 38 g of lithium aluminum hydride in 1200 ml of anhydrous ether over a 1 hr period with cooling to maintain 25° C. At the end of the addition, 76 g of water and 61 g of 10% aqueous sodium hydroxide were carefully added and the mixture was stirred for 2 hrs. The mixture was filtered, concentrated on a rotary evaporator and distilled, affording 370 g of 2,4-dimethyl-2-phenyl-4-penten... Yields the product CC(CO)(CC(=C)C)C1=CC=CC=C1 (2,4-dimethyl-2-phenyl-4-penten-1-ol). Conditions: temperature 25 celsius, time 2 hour. Yield: 97.0%. The solvent is CCOCC (ether). Reaction SMILES: [CH3:1][C:2]([C:9]1[CH:14]=[CH:13][CH:12]=[CH:11][CH:10]=1)([CH2:5][C:6]([CH3:8])=[CH2:7])[CH:3]=[O:4].[H-].[Al+3].[Li+].[H-].[H-].[H-].O.[OH-].[Na+]>CCOCC>[CH3:1][C:2]([C:9]1[CH:10]=[CH:11][CH:12]=[CH:13][CH:14]=1)([CH2:5][C:6]([CH3:8])=[CH2:7])[CH2:3][OH:4] |f:1.2.3.4.5.6,8.9|. The reactants are CC(C=O)(CC(=C)C)C1=CC=CC=C1 (2,4-dimethyl-2-phenyl-4-pentenal), [H-].[Al+3].[Li+].[H-].[H-].[H-] (lithium aluminum hydride), O (water), [OH-].[Na+] (sodium hydroxide). Reactants: [Ba+2], COCCOC, Cc1nc(Cl)cc(Cl)n1, [OH-], [OH-], O, OB(O)c1ccccc1. Yields the product Cc1nc(Cl)cc(-c2ccccc2)n1. RXN SMILES: [Ba+2:11].[CH3:13][O:14][CH2:15][CH2:16][O:17][CH3:18].[CH3:19][c:20]1[n:21][c:22]([Cl:27])[cH:23][c:24]([Cl:26])[n:25]1.[OH-:10].[OH-:12].[OH2:28].[OH:1][B:2]([OH:3])[c:4]1[cH:5][cH:6][cH:7][cH:8][cH:9]1>>[c:4]1(-[c:24]2[cH:23][c:22]([Cl:27])[n:21][c:20]([CH3:19])[n:25]2)[cH:5][cH:6][cH:7][cH:8][cH:9]1. Reactants: Cl.Cl.CNC(CC1=C(C=CC=C1)N)C1=CC=CC=C1 (N-methyl-2-amino-α-phenylphenethylamine dihydrochloride), C(C)#N (acetonitrile), C(C)C(C([O-])([O-])[O-])(CC)CC (triethylorthoacetate). Run at temperature 70 celsius. Yields the product Cl.CC1=NC2=C(C=C(N1C)C1=CC=CC=C1)C=CC=C2 (2,3-dimethyl-4-phenyl-3H-1,3-benzodiazepine hydrochloride). Isolated yield 83.0%. As a reaction SMILES: [ClH:1].Cl.[CH3:3][NH:4][CH:5]([C:14]1[CH:19]=[CH:18][CH:17]=[CH:16][CH:15]=1)[CH2:6][C:7]1[CH:12]=[CH:11][CH:10]=[CH:9][C:8]=1N.C(C(CC)(CC)C([O-])([O-])[O-])C.[C:31](#[N:33])[CH3:32]>>[ClH:1].[CH3:32][C:31]1[N:4]([CH3:3])[C:5]([C:14]2[CH:15]=[CH:16][CH:17]=[CH:18][CH:19]=2)=[CH:6][C:7]2[CH:8]=[CH:9][CH:10]=[CH:11][C:12]=2[N:33]=1 |f:0.1.2,5.6|. Procedure details: A heterogeneous mixture of N-methyl-2-amino-α-phenylphenethylamine dihydrochloride (150 g, 0.5 mol) in acetonitrile (500 ml) was treated with triethylorthoacetate (202 ml, 1.1 mol) and heated to 70° C. for 2 hours with stirring under a dry nitrogen atmosphere. The reaction mixture was filtered, concentrated in vacuo, and the residual solid recrystallized from 2-propanol at -10° C. to give 2,3-dimethyl-4-phenyl-3H-1,3-benzodiazepine hydrochloride (118 g, 0.413 mol) in 83% yield. The product had a...